From a dataset of the Open Reaction Database (ORD), a public repository of structured organic reaction records. describe an organic reaction: reactants, conditions, products, and yield Reactants: solution, [OH-].[K+] (potassium hydroxide), FC(C(=O)N1CC2=CC(=CC=C2CC1)S(=O)(=O)NCC[C@H]1N(CCC1)C)(F)F (2-(2,2,2-trifluoroacetyl)-N-{2-[(2S)-1-methylpyrrolidin-2-yl]ethyl}-1,2,3,4-tetrahydroisoquinoline-7-sulfonamide), Cl (hydrochloric acid). Yields the product O.Cl.Cl.CN1[C@@H](CCC1)CCNS(=O)(=O)C1=CC=C2CCNCC2=C1.O.O.CN1[C@@H](CCC1)CCNS(=O)(=O)C1=CC=C2CCNCC2=C1.Cl.Cl (N-{2-[(2S)-1-methylpyrrolidin-2-yl]ethyl}-1,2,3,4-tetrahydroisoquinoline-7-sulfonamide dihydrochloride sesquihydrate). Isolated yield 87.5%. Reaction SMILES: [OH-:1].[K+].FC(F)(F)C([N:7]1[CH2:16][CH2:15][C:14]2[C:9](=[CH:10][C:11]([S:17]([NH:20][CH2:21][CH2:22][C@@H:23]3[CH2:27][CH2:26][CH2:25][N:24]3[CH3:28])(=[O:19])=[O:18])=[CH:12][CH:13]=2)[CH2:8]1)=[O:6].[ClH:31]>>[OH2:6].[ClH:31].[ClH:31].[CH3:28][N:24]1[CH2:25][CH2:26][CH2:27][C@H:23]1[CH2:22][CH2:21][NH:20][S:17]([C:11]1[CH:10]=[C:9]2[C:14]([CH2:15][CH2:16][NH:7][CH2:8]2)=[CH:13][CH:12]=1)(=[O:19])=[O:18].[OH2:1].[OH2:6].[CH3:28][N:24]1[CH2:25][CH2:26][CH2:27][C@H:23]1[CH2:22][CH2:21][NH:20][S:17]([C:11]1[CH:10]=[C:9]2[C:14]([CH2:15][CH2:16][NH:7][CH2:8]2)=[CH:13][CH:12]=1)(=[O:19])=[O:18].[ClH:31].[ClH:31] |f:0.1,4.5.6.7.8.9.10.11.12|. Reported procedure: A 45.7% solution of potassium hydroxide (105 g, 0.855 mol) was added to a 30.66% (w/w) ethanolic solution of 2-(2,2,2-trifluoroacetyl)-N-{2-[(2S)-1-methylpyrrolidin-2-yl]ethyl}-1,2,3,4-tetrahydroisoquinoline-7-sulfonamide (1023.6, 0.748 mol) at a rate that limited the temperature to no more than 45° C. After cooling to room temperature, the reaction was monitored by HPLC. Upon completion of the deprotection, the reaction was acidified by the dropwise addition of concentrated hydrochloric acid (1... Reactants: BrCc1ccccc1, CN1C(=O)C(=O)c2cc(S(=O)(=O)N3CCCC3COc3ccccc3)ccc21. Product: O=C1C(=O)N(Cc2ccccc2)c2ccc(S(=O)(=O)N3CCCC3COc3ccccc3)cc21. Reaction SMILES: [Br:29][CH2:30][c:31]1[cH:32][cH:33][cH:34][cH:35][cH:36]1.[CH3:1][N:2]1[C:3](=[O:28])[C:4](=[O:27])[c:5]2[cH:6][c:7]([S:11](=[O:12])(=[O:13])[N:14]3[CH:15]([CH2:19][O:20][c:21]4[cH:22][cH:23][cH:24][cH:25][cH:26]4)[CH2:16][CH2:17][CH2:18]3)[cH:8][cH:9][c:10]21>>[CH2:1]([N:2]1[C:3](=[O:28])[C:4](=[O:27])[c:5]2[cH:6][c:7]([S:11](=[O:12])(=[O:13])[N:14]3[CH:15]([CH2:19][O:20][c:21]4[cH:22][cH:23][cH:24][cH:25][cH:26]4)[CH2:16][CH2:17][CH2:18]3)[cH:8][cH:9][c:10]21)[c:31]1[cH:32][cH:33][cH:34][cH:35][cH:36]1. The reactants are O=C([O-])[O-], CCOC(=O)c1sc(N)nc1-c1ccccc1, COC(OC)c1ccc([N+](=O)[O-])c(F)c1, CN(C)C=O, [Cs+], [Cs+], O. Product: CCOC(=O)c1sc(Nc2cc(C(OC)OC)ccc2[N+](=O)[O-])nc1-c1ccccc1. Reaction SMILES: [C:33](=[O:34])([O-:35])[O-:36].[CH2:1]([CH3:2])[O:3][C:4](=[O:5])[c:6]1[c:7](-[c:12]2[cH:13][cH:14][cH:15][cH:16][cH:17]2)[n:8][c:9]([NH2:11])[s:10]1.[CH3:18][O:19][CH:20]([c:21]1[cH:22][c:23]([F:30])[c:24]([N+:27](=[O:28])[O-:29])[cH:25][cH:26]1)[O:31][CH3:32].[CH3:39][N:40]([CH3:41])[CH:42]=[O:43].[Cs+:37].[Cs+:38].[OH2:44]>>[CH2:1]([CH3:2])[O:3][C:4](=[O:5])[c:6]1[c:7](-[c:12]2[cH:13][cH:14][cH:15][cH:16][cH:17]2)[n:8][c:9]([NH:11][c:23]2[cH:22][c:21]([CH:20]([O:19][CH3:18])[O:31][CH3:32])[cH:26][cH:25][c:24]2[N+:27](=[O:28])[O-:29])[s:10]1. Starting materials: [F-].C(CCC)[N+](CCCC)(CCCC)CCCC (tetrabutylammonium fluoride), ClC1=C(C(=CC=C1)C#N)N1N=CC=2C1=NC=NC2O[C@H](C(=O)NC2=NC=C(C=C2)Cl)CO[C@@H](CO[Si](C(C)C)(C(C)C)C(C)C)C ((2S)-2-(1-(2-chloro-6-cyanophenyl)-1H-pyrazolo[3,4-d]pyrimidin-4-yloxy)-N-(5-chloropyridin-2-yl)-3-((R)-1-(triisopropylsilyloxy)propan-2-yloxy)propanamide). The solvent is O1CCCC1 (tetrahydrofuran). Reaction conditions: time 30 minute. Yields the product ClC1=C(C(=CC=C1)C#N)N1N=CC=2C(=NC=NC21)O[C@H](C(=O)NC2=NC=C(C=C2)Cl)CO[C@@H](CO)C ((2S)-2-[1-(2-chloro-6-cyano-phenyl)pyrazolo[4,5-e]pyrimidin-4-yl]oxy-N-(5-chloro-2-pyridyl)-3-[(1R)-2-hydroxy-1-methyl-ethoxy]propanamide). The yield is 59.8%. As a reaction SMILES: [F-].C([N+](CCCC)(CCCC)CCCC)CCC.[Cl:19][C:20]1[CH:25]=[CH:24][CH:23]=[C:22]([C:26]#[N:27])[C:21]=1[N:28]1[C:32]2=[N:33][CH:34]=[N:35][C:36]([O:37][C@@H:38]([CH2:49][O:50][C@H:51]([CH3:64])[CH2:52][O:53][Si](C(C)C)(C(C)C)C(C)C)[C:39]([NH:41][C:42]3[CH:47]=[CH:46][C:45]([Cl:48])=[CH:44][N:43]=3)=[O:40])=[C:31]2[CH:30]=[N:29]1>O1CCCC1>[Cl:19][C:20]1[CH:25]=[CH:24][CH:23]=[C:22]([C:26]#[N:27])[C:21]=1[N:28]1[C:32]2[N:33]=[CH:34][N:35]=[C:36]([O:37][C@@H:38]([CH2:49][O:50][C@H:51]([CH3:64])[CH2:52][OH:53])[C:39]([NH:41][C:42]3[CH:47]=[CH:46][C:45]([Cl:48])=[CH:44][N:43]=3)=[O:40])[C:31]=2[CH:30]=[N:29]1 |f:0.1|. Procedure details: A solution of tetrabutylammonium fluoride (1M in THF) (0.891 mL, 0.89 mmol) was added in one portion to a stirred solution of (2S)-2-(1-(2-chloro-6-cyanophenyl)-1H-pyrazolo[3,4-d]pyrimidin-4-yloxy)-N-(5-chloropyridin-2-yl)-3-((R)-1-(triisopropylsilyloxy)propan-2-yloxy)propanamide (Intermediate AY1) (610 mg, 0.89 mmol) in tetrahydrofuran (15 mL). The resulting solution was stirred at ambient temperature for 30 minutes. The reaction mixture was quenched with saturated NH4Cl (10 mL), and diluted wi...